Dataset: the Open Reaction Database (ORD), a public repository of structured organic reaction records. Task: describe an organic reaction: reactants, conditions, products, and yield Starting materials: [H-].[Na+] (NaH), C(C1=CC=CC=C1)OC1=CC=C(C=C1)O (4-benzyloxyphenol), CNC(=O)C1=NC=CC(=C1)OC1=CC(=C(C=C1)[N+](=O)[O-])[N+](=O)[O-] (4-(3,4-Dinitrophenoxy)pyridine-2-carboxylic acid methylamide). The solvent is CN(C)C=O (DMF). Reaction conditions: time 10 minute. The product is CNC(=O)C1=NC=CC(=C1)OC1=CC=C(C=C1)OCC1=CC=CC=C1 (4-(4-Benzyloxy-phenoxy)-pyridine-2-carboxylic acid methylamide). As a reaction SMILES: [H-].[Na+].[CH2:3]([O:10][C:11]1[CH:16]=[CH:15][C:14]([OH:17])=[CH:13][CH:12]=1)[C:4]1[CH:9]=[CH:8][CH:7]=[CH:6][CH:5]=1.[CH3:18][NH:19][C:20]([C:22]1[CH:27]=[C:26](OC2C=CC([N+]([O-])=O)=C([N+]([O-])=O)C=2)[CH:25]=[CH:24][N:23]=1)=[O:21]>CN(C=O)C>[CH3:18][NH:19][C:20]([C:22]1[CH:27]=[C:26]([O:17][C:14]2[CH:13]=[CH:12][C:11]([O:10][CH2:3][C:4]3[CH:5]=[CH:6][CH:7]=[CH:8][CH:9]=3)=[CH:16][CH:15]=2)[CH:25]=[CH:24][N:23]=1)=[O:21] |f:0.1|. Procedure details: To a stirred RT slurry of NaH (2.24 g of 60% oil dispersion, 55.9 mmol) in 40 mL DMF was added 4-benzyloxyphenol (11.2 g, 55.9 mmol). The mixture was stirred for 10 min before adding 4-chloro-pyridine-2-carboxylic acid methylamide (Example 2 Step A, 3.18 g, 18.6 mmol). The reaction was stirred at RT for 5 min, then at 75° C. for 2 h, and finally at 85° C. for 6 h. The reaction was cooled to RT, quenched with saturated aqueous NaHCO3, then diluted with Et2O and 6 N NaOH. The layers were separated... Reactants: [O-]Cl.[Na+] (NaOCl), CC1(CCCC(N1[O])(C)C)C (TEMPO), OCCCC1=CC=C(C=C1)CC(=O)OC (methyl 2-(4-(3-hydroxypropyl)phenyl)acetate), [K+].[Br-] (KBr), KHCO3. The solvent is C(Cl)Cl (CH2Cl2). Run at temperature 0 celsius, time 10 minute. The product is O=CCCC1=CC=C(C=C1)CC(=O)OC (Methyl 2-(4-(3-oxopropyl)phenyl)acetate). RXN SMILES: CC1(C)N([O])C(C)(C)CCC1.[OH:12][CH2:13][CH2:14][CH2:15][C:16]1[CH:21]=[CH:20][C:19]([CH2:22][C:23]([O:25][CH3:26])=[O:24])=[CH:18][CH:17]=1.[K+].[Br-].[O-]Cl.[Na+]>C(Cl)Cl>[O:12]=[CH:13][CH2:14][CH2:15][C:16]1[CH:21]=[CH:20][C:19]([CH2:22][C:23]([O:25][CH3:26])=[O:24])=[CH:18][CH:17]=1 |f:2.3,4.5,^1:4|. Procedure details: TEMPO (0.02 equiv, 6 mg, 0.038 mmol) was added to a solution of methyl 2-(4-(3-hydroxypropyl)phenyl)acetate in CH2Cl2 (5 mL) and cooled to 0° C. KBr (2.2 equiv, 1.6 mL, 2.7M) and KHCO3 (5.5 equiv, 6.6 mL, 1.6M) solutions were then added followed by the dropwise addition of 10% aq. NaOCl (1.34 equiv, 1.9 g, 2.6 mmol). Once the addition was complete, the reaction was stirred for an additional 10 min. at 0° C. The reaction was quenched with sat. aq. sodium thiosulfate solution (3 mL) and then parti...